This data is from the Open Reaction Database (ORD), a public repository of structured organic reaction records. The task is: describe an organic reaction: reactants, conditions, products, and yield Reactants: C1C(CC2=CC=CC=C12)NC1=NC=C(C=C1)N (N2-(2,3-dihydro-1H-inden-2-yl)pyridine-2,5-diamine), C(C)OC=C(C(=O)OCC)C(=O)OCC (diethyl ethoxymethylenemalonate). Run in C(C)OCC (diethyl ether). Product: C1C(CC2=CC=CC=C12)NC1=CC=C(C=N1)NC=C(C(=O)OCC)C(=O)OCC (diethyl 2-((6-(2,3-dihydro-1H-inden-2-ylamino)pyridin-3-ylamino)methylene)malonate). The yield is 68.4%. As a reaction SMILES: [CH2:1]1[C:9]2[C:4](=[CH:5][CH:6]=[CH:7][CH:8]=2)[CH2:3][CH:2]1[NH:10][C:11]1[CH:16]=[CH:15][C:14]([NH2:17])=[CH:13][N:12]=1.C(O[CH:21]=[C:22]([C:28]([O:30][CH2:31][CH3:32])=[O:29])[C:23]([O:25][CH2:26][CH3:27])=[O:24])C>C(OCC)C>[CH2:3]1[C:4]2[C:9](=[CH:8][CH:7]=[CH:6][CH:5]=2)[CH2:1][CH:2]1[NH:10][C:11]1[N:12]=[CH:13][C:14]([NH:17][CH:21]=[C:22]([C:23]([O:25][CH2:26][CH3:27])=[O:24])[C:28]([O:30][CH2:31][CH3:32])=[O:29])=[CH:15][CH:16]=1. Reported procedure: A crude mixture of N2-(2,3-dihydro-1H-inden-2-yl)pyridine-2,5-diamine (5 g) and diethyl ethoxymethylenemalonate (5.5 g) was heated under reflux in dry diethyl ether (50 ml) for 1 h. The reaction mixture was then cooled to room temperature, and solvent removed under reduced pressure and the remaining residue finally recrystallised from acetonitrile to give the diethyl 2-((6-(2,3-dihydro-1H-inden-2-ylamino)pyridin-3-ylamino)methylene)malonate (6 g). Reactants: N(=O)[O-].[Na+] (NaNO2), [H+].[B-](F)(F)(F)F (HBF4), ice MeOH, NC1=C(C(=C(C#N)C=C1)C(F)(F)F)C (4-amino-3-methyl-2-(trifluoromethyl)benzonitrile), F[B-](F)(F)F.[H+] (fluoroboric acid). The solvent is O (H2O). Conditions: temperature -10 celsius, time 15 minute. Yields the product FC1=C(C(=C(C#N)C=C1)C(F)(F)F)C (4-fluoro-3-methyl-2-(trifluoromethyl)benzonitrile). Reaction SMILES: N[C:2]1[CH:9]=[CH:8][C:5]([C:6]#[N:7])=[C:4]([C:10]([F:13])([F:12])[F:11])[C:3]=1[CH3:14].N([O-])=O.[Na+].[F:19][B-](F)(F)F.[H+]>O>[F:19][C:2]1[CH:9]=[CH:8][C:5]([C:6]#[N:7])=[C:4]([C:10]([F:13])([F:12])[F:11])[C:3]=1[CH3:14] |f:1.2,3.4|. Procedure details: 4-amino-3-methyl-2-(trifluoromethyl)benzonitrile (CAS 573764-86-0, 2.0 g, 9.99 mmol) was dissolved in fluoroboric acid, HBF4 solution (15 mL) at −10° C. (ice/MeOH). To the pre-cooled solution was added NaNO2, (689 mg, 9.992 mmol) in 2 mL H2O drop by drop under constant stirring. The reaction mixture was allowed to stir for 15 min at −10° C. and filtered off. The white residue was washed with cold EtOH and cold ether to get the diazosalt as a white crystalline solid. The salt is dried over high v... Reactants: N#Cc1ccc(Br)cc1, CC(C)(C)OC(=O)Nc1ccc(I)cc1[N+](=O)[O-]. Yields the product CC(C)(C)OC(=O)Nc1ccc(-c2ccc(C#N)cc2)cc1[N+](=O)[O-]. As a reaction SMILES: [Br:19][c:20]1[cH:21][cH:22][c:23]([C:24]#[N:25])[cH:26][cH:27]1.[C:1]([CH3:2])([CH3:3])([CH3:4])[O:5][C:6]([NH:7][c:8]1[c:9]([N+:15](=[O:16])[O-:17])[cH:10][c:11]([I:14])[cH:12][cH:13]1)=[O:18]>>[C:1]([CH3:2])([CH3:3])([CH3:4])[O:5][C:6]([NH:7][c:8]1[c:9]([N+:15](=[O:16])[O-:17])[cH:10][c:11](-[c:20]2[cH:21][cH:22][c:23]([C:24]#[N:25])[cH:26][cH:27]2)[cH:12][cH:13]1)=[O:18]. Reaction conditions: time 3 hour. As a reaction SMILES: FC(S(O[C:9]1[CH2:14][CH2:13][C:12]([C:29]#[N:30])([C:15]2[CH:20]=[CH:19][C:18]([O:21][CH3:22])=[C:17]([O:23][CH:24]3[CH2:28][CH2:27][CH2:26][CH2:25]3)[CH:16]=2)[CH2:11][CH:10]=1)(=O)=O)(F)F.CN.[CH3:33][OH:34].CN(C)[CH:37]=[O:38]>C1C=CC([P]([Pd]([P](C2C=CC=CC=2)(C2C=CC=CC=2)C2C=CC=CC=2)([P](C2C=CC=CC=2)(C2C=CC=CC=2)C2C=CC=CC=2)[P](C2C=CC=CC=2)(C2C=CC=CC=2)C2C=CC=CC=2)(C2C=CC=CC=2)C2C=CC=CC=2)=CC=1>[C:29]([C:12]1([C:15]2[CH:20]=[CH:19][C:18]([O:21][CH3:22])=[C:17]([O:23][CH:24]3[CH2:25][CH2:26][CH2:27][CH2:28]3)[CH:16]=2)[CH2:13][CH2:14][C:9]([C:33]([O:38][CH3:37])=[O:34])=[CH:10][CH2:11]1)#[N:30] |f:2.3,^1:43,45,64,83|. The product is C(#N)C1(CC=C(CC1)C(=O)OC)C1=CC(=C(C=C1)OC)OC1CCCC1 (Methyl 4-Cyano-4-(3-Cyclopentyloxy-4-Methoxyphenyl)Cyclohex-1-ene-1Carboxylate). The reagents and catalysts are C=1C=CC(=CC1)[P](C=2C=CC=CC2)(C=3C=CC=CC3)[Pd]([P](C=4C=CC=CC4)(C=5C=CC=CC5)C=6C=CC=CC6)([P](C=7C=CC=CC7)(C=8C=CC=CC8)C=9C=CC=CC9)[P](C=1C=CC=CC1)(C=1C=CC=CC1)C=1C=CC=CC1 (tetrakis(triphenylphosphine)palladium). The reactants are FC(F)(F)S(=O)(=O)OC1=CCC(CC1)(C1=CC(=C(C=C1)OC)OC1CCCC1)C#N (4-cyano-4-(3-cyclopentyloxy-4-methoxyphenyl)-1cyclohexenyl trifluoromethylsulfonate), CN (methylamine), CO.CN(C=O)C (methanol N,N-dimethylformamide). Reported procedure: To a solution of 4-cyano-4-(3-cyclopentyloxy-4-methoxyphenyl)-1cyclohexenyl trifluoromethylsulfonate (1.0 g, 2.24 mmol) in 1:1 methanol/N,N-dimethylformamide (8 mL) were added methylamine (0.66 mL, 4.72 mmol) and tetrakis(triphenylphosphine)palladium (0.13 g, 0.11 mmol). The resulting mixture was stirred at room temperature in the dark under a carbon monoxide atmosphere for 3h. The mixture was partitioned between water and ethyl acetate, the organic extract was washed three times with water, onc... Starting materials: CN(C)CCN(C)C (TMEDA), [Li]C(C)CC (sec-BuLi), C1CCOC1 (THF), FC1=CC(=C(C(=O)O)C=C1)C (4-fluoro-2-methyl benzoic acid), C1CCOC1 (THF), CI (methyl iodide), C1CCOC1 (THF). Run at time 1 hour. The product is FC1=CC(=C(C(=O)O)C(=C1)C)OC (4-fluoro-2-methoxy-6-methyl benzoic acid). Reaction SMILES: CN(CCN(C)C)C.[Li]C(CC)C.[F:14][C:15]1[CH:23]=[CH:22][C:18]([C:19]([OH:21])=[O:20])=[C:17]([CH3:24])[CH:16]=1.CI.C1C[O:30][CH2:29]C1>>[F:14][C:15]1[CH:16]=[C:17]([CH3:24])[C:18]([C:19]([OH:21])=[O:20])=[C:22]([O:30][CH3:29])[CH:23]=1. Reported procedure: To a solution of TMEDA (1.95 mL, 19.2 mmol) in anhydrous THF (8 mL) at −78° C. was slowly added a solution of sec-BuLi (1.4 M solution in cyclohexane, 18.5 mL, 25.8 mmol), followed by a solution of 4-fluoro-2-methyl-benzoic acid (44, 1.0 g, 5.88 mmol) in anhydrous THF (2 mL) at −78° C. under an atmosphere of N2. The mixture stirred at −78° C. for 2 h before a solution of methyl iodide (1.46 mL, 23.5 mmol) in anhydrous THF (2 mL) was added slowly. The mixture was stirred at same temperature for 1... Product: CC(CC1=C(C=C(C(=O)N)C=C1)C(F)(F)F)C (4-(2-Methylpropyl)-3-(trifluoromethyl)benzamide). Reaction SMILES: Br[C:2]1[CH:9]=[CH:8][C:5]([C:6]#[N:7])=[CH:4][C:3]=1[C:10]([F:13])([F:12])[F:11].[Br-].[CH2:15]([Zn+])[CH:16]([CH3:18])[CH3:17].C1C[O:23]CC1>>[CH3:15][CH:16]([CH3:18])[CH2:17][C:2]1[CH:9]=[CH:8][C:5]([C:6]([NH2:7])=[O:23])=[CH:4][C:3]=1[C:10]([F:13])([F:12])[F:11] |f:1.2|. Starting materials: BrC1=C(C=C(C#N)C=C1)C(F)(F)F (4-bromo-3-trifluoromethylbenzonitrile), [Br-].C(C(C)C)[Zn+] (isobutylzinc bromide), C1CCOC1 (THF). Reported procedure: To a solution of 4-bromo-3-trifluoromethylbenzonitrile (1.25 g, 5.0 mmol) and isobutylzinc bromide (25 mmol) in THF (50 mL, 25 mmol) under argon was added 1,1′-bis(diphenylphosphino)ferrocenedichloro palladium(II) dichloromethane complex (612 mg, 0.75 mmol) and the reaction heated at reflux for 5 h. The mixture was concentrated in vacuo and the residue partitioned between ethyl acetate (80 mL) and water (80 mL). A solid formed and was filtered off and discarded. The organic layer was washed with... The reactants are 7a, BrC(CC(C)C1CCC2C(CCCC12C)O)CO (3-(3-Bromo-4-hydroxy-1-methylbutyl)hexahydro-3a-methyl-1H-inden-7-ol), CC(C)([O-])C.[K+] (potassium t-butoxide), P(=O)(O)(O)[O-].[Na+] (sodium dihydrogen phosphate), ice water. Run in C(C)(C)(C)O (t-butanol). Conditions: time 50 minute. Product: 7a, CC12C(CCC2C(CCC1)O)C(CC1OC1)C (Hexahydro-3a-methyl-3-(1-methyl-2-oxiranylethyl)- 1H-inden-7-ol). Reaction SMILES: Br[CH:2]([CH2:17][OH:18])[CH2:3][CH:4]([CH:6]1[C:14]2([CH3:15])[CH:9]([CH:10]([OH:16])[CH2:11][CH2:12][CH2:13]2)[CH2:8][CH2:7]1)[CH3:5].CC(C)([O-])C.[K+].P([O-])(O)(O)=O.[Na+]>C(O)(C)(C)C>[CH3:15][C:14]12[CH2:13][CH2:12][CH2:11][CH:10]([OH:16])[CH:9]1[CH2:8][CH2:7][CH:6]2[CH:4]([CH3:5])[CH2:3][CH:2]1[CH2:17][O:18]1 |f:1.2,3.4|. Reported procedure: To a solution of 4.6 g of [3aS-[3a alpha, 3(R*,R*), 7beta, 7a beta]]-3-(3-Bromo-4-hydroxy-1-methylbutyl)hexahydro-3a-methyl-1H-inden-7-ol in 145 mL of dry t-butanol under an argon atmosphere and at room temperature is added 2.1 g of potassium t-butoxide. After stirring 50 minutes the mixture was cooled in an ice bath and 10 mL of saturated aqueous sodium dihydrogen phosphate was added. The mixture was stirred 10 minutes then poured into 500 mL of ice water and extracted 3×200 mL of methylene chl...